describe an organic reaction: reactants, conditions, products, and yield From a dataset of the Open Reaction Database (ORD), a public repository of structured organic reaction records. Reactants: O (water), OC1=CC(N(C(=C1)C)C=1C(=C(C(=O)OC)C=CC1)C)=O (methyl 3-(4-hydroxy-6-methyl-2-oxopyridin-1(2H)-yl)-2-methylbenzoate), FC1=C(CBr)C=CC(=C1)F (2,4-difluorobenzyl bromide), C(=O)([O-])[O-].[K+].[K+] (K2CO3). The solvent is CN(C=O)C (N,N-dimethylformamide). Yields the product FC1=C(COC2=CC(N(C(=C2)C)C=2C(=C(C(=O)OC)C=CC2)C)=O)C=CC(=C1)F (methyl 3-[4-[(2,4-difluorobenzyl)oxy]-6-methyl-2-oxopyridin-1(2H)-yl]-2-methylbenzoate). Reported procedure: Methyl-3-(4-hydroxy-6-methyl-2-oxopyridin-1(2H)-yl)-2-methylbenzoate (from Step 1) (42.0 g, 154 mmol) was stirred briskly at room temperature with 2,4-difluorobenzyl bromide (19.7 ml, 154 mmol) and K2CO3 (31.8 g, 231 mmol) in 250 ml of N,N-dimethylformamide. After stirring overnight, the reaction was poured into 1 L of cold water. The solution was extracted 3 times with ethyl acetate and the organic layers were dried over MgSO4, and evaporated. The product was carried on to the next step as a cr... Run at time 8 hour. As a reaction SMILES: [OH:1][C:2]1[CH:7]=[C:6]([CH3:8])[N:5]([C:9]2[C:10]([CH3:19])=[C:11]([CH:16]=[CH:17][CH:18]=2)[C:12]([O:14][CH3:15])=[O:13])[C:4](=[O:20])[CH:3]=1.[F:21][C:22]1[CH:29]=[C:28]([F:30])[CH:27]=[CH:26][C:23]=1[CH2:24]Br.C([O-])([O-])=O.[K+].[K+].O>CN(C)C=O>[F:21][C:22]1[CH:29]=[C:28]([F:30])[CH:27]=[CH:26][C:23]=1[CH2:24][O:1][C:2]1[CH:7]=[C:6]([CH3:8])[N:5]([C:9]2[C:10]([CH3:19])=[C:11]([CH:16]=[CH:17][CH:18]=2)[C:12]([O:14][CH3:15])=[O:13])[C:4](=[O:20])[CH:3]=1 |f:2.3.4|. Yield: 69.9%. As a reaction SMILES: [CH2:1]([C:3]1[CH:8]=[CH:7][CH:6]=[CH:5][C:4]=1[CH:9]([CH3:14])[CH2:10][SiH:11]([Cl:13])[Cl:12])[CH3:2].[CH2:15]=[CH:16][CH2:17][CH2:18][CH:19]=[CH2:20]>C(O)(C)C.[H+].[H+].Cl[Pt-2](Cl)(Cl)(Cl)(Cl)Cl>[CH2:1]([C:3]1[CH:8]=[CH:7][CH:6]=[CH:5][C:4]=1[CH:9]([CH3:14])[CH2:10][Si:11]([CH:15]([Si:11]([Cl:12])([Cl:13])[CH2:10][CH:9]([C:4]1[CH:5]=[CH:6][CH:7]=[CH:8][C:3]=1[CH2:1][CH3:2])[CH3:14])[CH2:16][CH2:17][CH2:18][CH2:19][CH3:20])([Cl:13])[Cl:12])[CH3:2] |f:3.4.5|. Solvent: C(C)(C)O (isopropanol). Reagents/catalysts: [H+].[H+].Cl[Pt-2](Cl)(Cl)(Cl)(Cl)Cl (chloroplatinic acid). Procedure: In the same apparatus and procedures as EXAMPLE 1, 37.5 g (0.153 mole) of 3-(ethylphenyl)-1,1-dichloro-1-silabutane and 100 μl of 1% chloroplatinic acid solution in isopropanol were placed and then 5 g (0.061 mole) of 1,5-hexadiene was added dropwise for 5 min. The solution was reacted for 14 hours at reflux under the dry nitrogen atmosphere. Vacuum distillation gave 24.6 g (190°-192° C./0.03 mmHg) of bis[{2-(ethylphenyl)propyl}dichlorosilyl]hexane in 69.8% yield. Starting materials: C(C)C1=C(C=CC=C1)C(C[SiH](Cl)Cl)C (3-(ethylphenyl)-1,1-dichloro-1-silabutane), C=CCCC=C (1,5-hexadiene). Yields the product C(C)C1=C(C=CC=C1)C(C[Si](Cl)(Cl)C(CCCCC)[Si](CC(C)C1=C(C=CC=C1)CC)(Cl)Cl)C (bis[{2-(ethylphenyl)propyl}dichlorosilyl]hexane). Starting materials: CCCCCCN, C1CCOC1, O=C(O)c1ccc2c(c1)nc(COc1ccccc1)n2Cc1ccc(OC(F)(F)F)cc1. The product is CCCCCCNC(=O)c1ccc2c(c1)nc(COc1ccccc1)n2Cc1ccc(OC(F)(F)F)cc1. Reaction SMILES: [CH2:33]([CH2:34][CH2:35][CH2:36][CH2:37][CH3:38])[NH2:39].[CH2:40]1[O:41][CH2:42][CH2:43][CH2:44]1.[O:1]([c:2]1[cH:3][cH:4][cH:5][cH:6][cH:7]1)[CH2:8][c:9]1[n:10][c:11]2[c:12]([n:13]1[CH2:14][c:15]1[cH:16][cH:17][c:18]([O:21][C:22]([F:23])([F:24])[F:25])[cH:19][cH:20]1)[cH:26][cH:27][c:28]([C:30](=[O:31])[OH:32])[cH:29]2>>[O:1]([c:2]1[cH:3][cH:4][cH:5][cH:6][cH:7]1)[CH2:8][c:9]1[n:10][c:11]2[c:12]([n:13]1[CH2:14][c:15]1[cH:16][cH:17][c:18]([O:21][C:22]([F:23])([F:24])[F:25])[cH:19][cH:20]1)[cH:26][cH:27][c:28]([C:30](=[O:31])[NH:39][CH2:33][CH2:34][CH2:35][CH2:36][CH2:37][CH3:38])[cH:29]2.